The task is: describe an organic reaction: reactants, conditions, products, and yield. This data is from the Open Reaction Database (ORD), a public repository of structured organic reaction records. Reactants: O=C1C(=CN=C(N1)NC1=CC(=CC=C1)C(F)(F)F)C(=O)OCC (Ethyl 1,6-dihydro-6-oxo-2-(3-trifluoromethylanilino)-5-pyrimidinecarboxylate), [OH-].[Na+] (sodium hydroxide), O (water). Solvent: C(C)(=O)O (acetic acid). Run at time 1 hour. Product: O=C1C(=CN=C(N1)NC1=CC(=CC=C1)C(F)(F)F)C(=O)O (1,6-dihydro-6-oxo-2-(3-trifluoromethylanilino)-5-pyrimidinecarboxylic acid). The yield is 68.4%. RXN SMILES: [O:1]=[C:2]1[NH:7][C:6]([NH:8][C:9]2[CH:14]=[CH:13][CH:12]=[C:11]([C:15]([F:18])([F:17])[F:16])[CH:10]=2)=[N:5][CH:4]=[C:3]1[C:19]([O:21]CC)=[O:20].[OH-].[Na+].O>C(O)(=O)C>[O:1]=[C:2]1[NH:7][C:6]([NH:8][C:9]2[CH:14]=[CH:13][CH:12]=[C:11]([C:15]([F:17])([F:18])[F:16])[CH:10]=2)=[N:5][CH:4]=[C:3]1[C:19]([OH:21])=[O:20] |f:1.2|. Procedure details: Ethyl 1,6-dihydro-6-oxo-2-(3-trifluoromethylanilino)-5-pyrimidinecarboxylate (34.4 g) and sodium hydroxide (10 g) are added to water (300 ml), and the mixture is refluxed with stirring for 1 hour. After cooling, the reaction mixture is acidified with acetic acid, and the resulting solid is collected by filtration and recrystallized from DMF. The precipitate is collected by filtration and added to water (300 ml), and the mixture is refluxed with stirring for 1 hour. After cooling, the resulting p... Reactants: C(#N)C1=CC2=C(N([C@H]([C@@H](C(N2)=O)NC([C@H](C)N(C(OC(C)(C)C)=O)C)=O)C)C(CS(=O)(=O)C)=O)C=C1 (tert-butyl(S)-1-((2S,3S)-7-cyano-2-methyl-1-(2-(methylsulfonyl)acetyl)-4-oxo-2,3,4,5-tetrahydro-1H-benzo[b][1,4]diazepin-3-ylamino)-1-oxopropan-2-yl(methyl)carbamate), BrC1=C2C=CC(=C(C2=CC=C1)CCl)OC (5-bromo-1-(chloromethyl)-2-methoxynaphthalene), C([O-])([O-])=O.[Cs+].[Cs+] (cesium carbonate), [I-].[Na+] (sodium iodide). Run in CCOC(=O)C (EtOAc), CN(C)C=O (DMF). Conditions: time 1.5 hour. Yields the product BrC1=C2C=CC(=C(C2=CC=C1)CN1C2=C(N([C@H]([C@@H](C1=O)NC([C@H](C)N(C(OC(C)(C)C)=O)C)=O)C)C(CS(=O)(=O)C)=O)C=CC(=C2)C#N)OC (tert-butyl(S)-1-((2S,3S)-5-((5-bromo-2-methoxynaphthalen-1-yl)methyl)-7-cyano-2-methyl-1-(2-(methylsulfonyl)acetyl)-4-oxo-2,3,4,5-tetrahydro-1H-benzo[b][1,4]diazepin-3-ylamino)-1-oxopropan-2-yl(methyl)carbamate). Yield: 38.8%. Reaction SMILES: [C:1]([C:3]1[CH:36]=[CH:35][C:6]2[N:7]([C:28](=[O:34])[CH2:29][S:30]([CH3:33])(=[O:32])=[O:31])[C@@H:8]([CH3:27])[C@H:9]([NH:13][C:14](=[O:26])[C@@H:15]([N:17]([CH3:25])[C:18](=[O:24])[O:19][C:20]([CH3:23])([CH3:22])[CH3:21])[CH3:16])[C:10](=[O:12])[NH:11][C:5]=2[CH:4]=1)#[N:2].[Br:37][C:38]1[CH:47]=[CH:46][CH:45]=[C:44]2[C:39]=1[CH:40]=[CH:41][C:42]([O:50][CH3:51])=[C:43]2[CH2:48]Cl.C(=O)([O-])[O-].[Cs+].[Cs+].[I-].[Na+]>CN(C=O)C.CCOC(C)=O>[Br:37][C:38]1[CH:47]=[CH:46][CH:45]=[C:44]2[C:39]=1[CH:40]=[CH:41][C:42]([O:50][CH3:51])=[C:43]2[CH2:48][N:11]1[C:10](=[O:12])[C@@H:9]([NH:13][C:14](=[O:26])[C@@H:15]([N:17]([CH3:25])[C:18](=[O:24])[O:19][C:20]([CH3:21])([CH3:23])[CH3:22])[CH3:16])[C@H:8]([CH3:27])[N:7]([C:28](=[O:34])[CH2:29][S:30]([CH3:33])(=[O:32])=[O:31])[C:6]2[CH:35]=[CH:36][C:3]([C:1]#[N:2])=[CH:4][C:5]1=2 |f:2.3.4,5.6|. Reported procedure: To a rt solution of tert-butyl(S)-1-((2S,3S)-7-cyano-2-methyl-1-(2-(methylsulfonyl)acetyl)-4-oxo-2,3,4,5-tetrahydro-1H-benzo[b][1,4]diazepin-3-ylamino)-1-oxopropan-2-yl(methyl)carbamate (122 mg, 234 μmol) in DMF (585 μl) was added 5-bromo-1-(chloromethyl)-2-methoxynaphthalene (80.2 mg, 281 μmol), cesium carbonate (99.1 mg, 304 μmol), and sodium iodide (45.6 mg, 304 μmol). The reaction was stirred at rt for 1.5 h, then diluted with EtOAc, washed with H2O and sat. aq. NaCl, dried over Na2SO4, filt... Starting materials: Cc1nc(-c2cccnc2)sc1C(=O)O, Cc1ccc(N)cc1-c1ccc(C(=O)NCC2CC2)cc1. Product: Cc1ccc(NC(=O)c2sc(-c3cccnc3)nc2C)cc1-c1ccc(C(=O)NCC2CC2)cc1. RXN SMILES: [CH3:22][c:23]1[n:24][c:25](-[c:31]2[cH:32][n:33][cH:34][cH:35][cH:36]2)[s:26][c:27]1[C:28](=[O:29])[OH:30].[NH2:1][c:2]1[cH:3][cH:4][c:5]([CH3:21])[c:6](-[c:8]2[cH:9][cH:10][c:11]([C:14](=[O:15])[NH:16][CH2:17][CH:18]3[CH2:19][CH2:20]3)[cH:12][cH:13]2)[cH:7]1>>[NH:1]([c:2]1[cH:3][cH:4][c:5]([CH3:21])[c:6](-[c:8]2[cH:9][cH:10][c:11]([C:14](=[O:15])[NH:16][CH2:17][CH:18]3[CH2:19][CH2:20]3)[cH:12][cH:13]2)[cH:7]1)[C:28]([c:27]1[c:23]([CH3:22])[n:24][c:25](-[c:31]2[cH:32][n:33][cH:34][cH:35][cH:36]2)[s:26]1)=[O:29].